This data is from the Open Reaction Database (ORD), a public repository of structured organic reaction records. The task is: describe an organic reaction: reactants, conditions, products, and yield Reactants: C1(=CC=CC=C1)S(=O)(=O)CCCC1C(CCCCCCCCCC1)=O (2-(3-phenylsulfonyl-prop-1-yl)-cyclododecanone), ( a ), CCC(C)(C)[O-].[Na+] (sodium tert-pentoxide), C1(=CC=CC=C1)C (toluene). The solvent is CS(=O)C (DMSO). The product is C12=CCCCCCCCCCC2=CCC1 (Bicyclo[10.3.0]pentadeca-1,12-diene). Yield: 75.8%. Reaction SMILES: C1(S([CH2:10][CH2:11][CH2:12][CH:13]2[CH2:24][CH2:23][CH2:22][CH2:21][CH2:20][CH2:19][CH2:18][CH2:17][CH2:16][CH2:15][C:14]2=O)(=O)=O)C=CC=CC=1.CCC([O-])(C)C.[Na+].C1(C)C=CC=CC=1>CS(C)=O>[C:13]12[CH2:12][CH2:11][CH:10]=[C:14]1[CH2:15][CH2:16][CH2:17][CH2:18][CH2:19][CH2:20][CH2:21][CH2:22][CH2:23][CH:24]=2 |f:1.2|. Reported procedure: 18.2 g (0.05 mole) of 2-(3-phenylsulfonyl-prop-1-yl)-cyclododecanone, 33.0 g (0.30 mole) of sodium tert-pentoxide and 100 ml of toluene were subjected to the treatments described sub letter (a). After addition of 15 ml of DMSO, heating at 110° for 4 hours and final treatments as indicated hereinabove, there were isolated 7.75 g (76% yield) of the desired compound. The reactants are CS (Methyl mercaptan), C[O-].[Na+] (sodium methoxide), BrC(C(=O)OC)CCCCCCC(=O)OC (dimethyl 2-bromoazelate), [Na] (sodium). Solvent: CO (methanol). Yields the product CC(C(=S)OC)CCCCCCC(=O)OC (dimethyl 2-methylthioazelate). Yield: 58.0%. Reaction SMILES: [CH3:1][SH:2].[CH3:3][O-:4].[Na+].[Na].Br[CH:8]([CH2:13][CH2:14][CH2:15][CH2:16][CH2:17][CH2:18][C:19](OC)=O)[C:9]([O:11][CH3:12])=[O:10]>CO>[CH3:19][CH:18]([CH2:17][CH2:16][CH2:15][CH2:14][CH2:13][CH2:8][C:9]([O:11][CH3:12])=[O:10])[C:1]([O:4][CH3:3])=[S:2] |f:1.2,^1:5|. Reported procedure: Methyl mercaptan (excess) is passed into a rapidly stirred solution of sodium methoxide (13.5 g., 0.25 mole) in dry methanol (200 ml.) at 0° C. to generate sodium methylmercaptide. The resulting solution is treated with dimethyl 2-bromoazelate (55.0 g., 0.186 mole), then stirred and heated at reflux under nitrogen for 5 hours. The reaction solution is concentrated in vacuo, diluted with ether and filtered. The filtrate is washed with water (until the washings are neutral), dried over sodium sulf... Starting materials: ClC1=NC=C(C(=N1)NC1CC(N(C(C1)(C)C)C)(C)C)C#N (2-chloro-5-cyano-N-(1,2,2,6,6-pentamethylpiperidin-4-yl)pyrimidin-4-amine), C1(CC1)C1=CC(=C(C=C1N1N=NN=C1)N)F (4-cyclopropyl-2-fluoro-5-(1H-tetrazol-1-yl)benzenamine), O.C1(=CC=C(C=C1)S(=O)(=O)O)C (para-toluenesulfonic acid monohydrate). Solvent: CC(C)O (IPA). Run at temperature 100 celsius. Product: N.CO (NH3 MeOH), CN1C(CC(CC1(C)C)NC1=NC(=NC=C1C#N)NC1=C(C=C(C(=C1)N1N=NN=C1)C1CC1)F)(C)C (4-(1,2,2,6,6-Pentamethylpiperidin-4-ylamino)-2-(4-Cyclopropyl-2-Fluoro-5-(1H-Tetrazol-1-yl)Phenylamino)Pyrimidine-5-Carbonitrile). Isolated yield 2.0%. Reaction SMILES: Cl[C:2]1[N:7]=[C:6]([NH:8][CH:9]2[CH2:14][C:13]([CH3:16])([CH3:15])[N:12]([CH3:17])[C:11]([CH3:19])([CH3:18])[CH2:10]2)[C:5]([C:20]#[N:21])=[CH:4][N:3]=1.[CH:22]1([C:25]2[C:30]([N:31]3[CH:35]=[N:34][N:33]=[N:32]3)=[CH:29][C:28]([NH2:36])=[C:27]([F:37])[CH:26]=2)[CH2:24][CH2:23]1.[OH2:38].C1(C)C=CC(S(O)(=O)=O)=CC=1>CC(O)C>[NH3:3].[CH3:2][OH:38].[CH3:17][N:12]1[C:13]([CH3:16])([CH3:15])[CH2:14][CH:9]([NH:8][C:6]2[C:5]([C:20]#[N:21])=[CH:4][N:3]=[C:2]([NH:36][C:28]3[CH:29]=[C:30]([N:31]4[CH:35]=[N:34][N:33]=[N:32]4)[C:25]([CH:22]4[CH2:23][CH2:24]4)=[CH:26][C:27]=3[F:37])[N:7]=2)[CH2:10][C:11]1([CH3:19])[CH3:18] |f:2.3,5.6|. Procedure: A mixture of 2-chloro-5-cyano-N-(1,2,2,6,6-pentamethylpiperidin-4-yl)pyrimidin-4-amine (0.205 g, 0.66 mmol, 1 equiv), 4-cyclopropyl-2-fluoro-5-(1H-tetrazol-1-yl)benzenamine (0.160 g, 0.730 mmol, 1.1 equiv), and para-toluenesulfonic acid monohydrate (0.100 g, 0.530 mmol, 0.8 equiv) in IPA (25 mL) were heated to 100° C. overnight. After cooling to ambient temperature, the crude mixture was quenched with 2M NH3/MeOH followed by concentrating to dryness and repeating once. The crude product was puri... The reactants are C12C(C3CC(CC(C1)C3)C2)N (2-adamantylamine), Cl.C12C(C3CC(CC(C1)C3)C2)N (2-adamantylamine hydrochloride), C(=S)(N1C=NC=C1)N1C=NC=C1 (1,1'-thiocarbonyldiimidazole). Run in O1CCCC1 (tetrahydrofuran). The product is C12C(C3CC(CC(C1)C3)C2)NC(=S)NC2C3CC1CC(CC2C1)C3 (N,N'-di-2-Adamantylthiourea). As a reaction SMILES: [CH:1]12[CH2:10][CH:5]3[CH2:6][CH:7]([CH2:9][CH:3]([CH2:4]3)[CH:2]1[NH2:11])[CH2:8]2.Cl.[CH:13]12[CH2:22][CH:17]3[CH2:18][CH:19]([CH2:21][CH:15]([CH2:16]3)[CH:14]1[NH2:23])[CH2:20]2.[C:24](N1C=CN=C1)(N1C=CN=C1)=[S:25]>O1CCCC1>[CH:1]12[CH2:10][CH:5]3[CH2:6][CH:7]([CH2:9][CH:3]([CH2:4]3)[CH:2]1[NH:11][C:24]([NH:23][CH:14]1[CH:15]3[CH2:21][CH:19]4[CH2:18][CH:17]([CH2:22][CH:13]1[CH2:20]4)[CH2:16]3)=[S:25])[CH2:8]2 |f:1.2|. Reported procedure: The 2-adamantylamine obtained from 5.0 g. (0.0266 mole) of 2-adamantylamine hydrochloride is reacted with 2.5 g. (0.014 mole) of 1,1'-thiocarbonyldiimidazole in 100 ml. of tetrahydrofuran for 20 hr. The solvent is evaporated and the residue partitioned between 5 percent hydrochloric acid and ether. The organic layer is washed with water, dried over potassium carbonate, evaporated and the residue is recrystallized from benzene-Skellysolve B: 3.65 g. (79 percent), m.p. 254-258. Reaction SMILES: [Br:23][c:24]1[cH:25][c:26]2[cH:27][cH:28][cH:29][n:30][c:31]2[cH:32][cH:33]1.[F:1][c:2]1[cH:3][c:4]([N:12]2[C:13](=[O:22])[O:14][CH:15]([CH2:17][NH:18][C:19]([CH3:20])=[O:21])[CH2:16]2)[cH:5][cH:6][c:7]1[Sn:8]([CH3:9])([CH3:10])[CH3:11].[O:34]=[CH:35][N:36]([CH3:37])[CH3:38]>>[F:1][c:2]1[cH:3][c:4]([N:12]2[C:13](=[O:22])[O:14][CH:15]([CH2:17][NH:18][C:19]([CH3:20])=[O:21])[CH2:16]2)[cH:5][cH:6][c:7]1-[c:24]1[cH:25][c:26]2[cH:27][cH:28][cH:29][n:30][c:31]2[cH:32][cH:33]1. Yields the product CC(=O)NCC1CN(c2ccc(-c3ccc4ncccc4c3)c(F)c2)C(=O)O1. Starting materials: Brc1ccc2ncccc2c1, CC(=O)NCC1CN(c2ccc([Sn](C)(C)C)c(F)c2)C(=O)O1, CN(C)C=O.